This data is from the Open Reaction Database (ORD), a public repository of structured organic reaction records. The task is: describe an organic reaction: reactants, conditions, products, and yield RXN SMILES: [Br:1][C:2]1[N:7]=[C:6]([CH3:8])[C:5]([CH:9]=O)=[CH:4][CH:3]=1.[N:11]1([C:17]([O:19][C:20]([CH3:23])([CH3:22])[CH3:21])=[O:18])[CH2:16][CH2:15][NH:14][CH2:13][CH2:12]1.ClCCl.C(O[BH-](OC(=O)C)OC(=O)C)(=O)C.[Na+]>O>[Br:1][C:2]1[N:7]=[C:6]([CH3:8])[C:5]([CH2:9][N:14]2[CH2:13][CH2:12][N:11]([C:17]([O:19][C:20]([CH3:23])([CH3:22])[CH3:21])=[O:18])[CH2:16][CH2:15]2)=[CH:4][CH:3]=1 |f:3.4|. Conditions: time 30 minute. Starting materials: BrC1=CC=C(C(=N1)C)C=O (6-bromo-2-methylpyridine-3-carbaldehyde), N1(CCNCC1)C(=O)OC(C)(C)C (tert-butyl piperazine-1-carboxylate), ClCCl (dichloromethane), C(C)(=O)O[BH-](OC(C)=O)OC(C)=O.[Na+] (Sodium triacetoxyborohydride). Procedure details: A 100 mL round-bottom flask was charged with 6-bromo-2-methylpyridine-3-carbaldehyde (2.50 g, 12.6 mmol, 1.00 equiv), tert-butyl piperazine-1-carboxylate (2.34 g, 12.6 mmol, 1.00 equiv), and dichloromethane (50 mL). The resulting solution was stirred for 30 min at room temperature. Sodium triacetoxyborohydride (8.00 g, 37.8 mmol, 3.00 equiv) was added. The resulting solution was stirred overnight at room temperature and then diluted with water (30 mL). The resulting mixture was extracted with di... Solvent: O (water). The product is BrC1=CC=C(C(=N1)C)CN1CCN(CC1)C(=O)OC(C)(C)C (tert-butyl 4-[(6-bromo-2-methylpyridin-3-yl)methyl]piperazine-1-carboxylate). Yield: 81.4%. The reactants are CC(C(=O)O)CCCCCC ((+)-2-methyl octanoic acid), OC1=CC=C(C=C1)C1=CC=CC=C1 (4-hydroxy biphenyl), C1(=CC=CC=C1)C (toluene), S(=O)(Cl)Cl (thionyl chloride), S(=O)(Cl)Cl (thionyl chloride). Run in O (water). The product is C1(=CC=CC=C1)C1=CC=CC=C1.CC(C(=O)[O-])CCCCCC ((+)-biphenyl 2-methyloctanoate). Yield: 92.5%. RXN SMILES: [CH3:1][CH:2]([CH2:6][CH2:7][CH2:8][CH2:9][CH2:10][CH3:11])[C:3]([OH:5])=[O:4].O[C:13]1[CH:18]=[CH:17][C:16]([C:19]2[CH:24]=[CH:23][CH:22]=[CH:21][CH:20]=2)=[CH:15][CH:14]=1.C1(C)C=CC=CC=1.S(Cl)(Cl)=O>O>[C:16]1([C:19]2[CH:20]=[CH:21][CH:22]=[CH:23][CH:24]=2)[CH:17]=[CH:18][CH:13]=[CH:14][CH:15]=1.[CH3:1][CH:2]([CH2:6][CH2:7][CH2:8][CH2:9][CH2:10][CH3:11])[C:3]([O-:5])=[O:4] |f:5.6|. Reported procedure: Then, 2.02 g (12.8 mmol) of the above (+)-2-methyl octanoic acid, 2.02 g (11.9 mmol) of 4-hydroxy biphenyl and 10 ml of toluene were charged into a flask, and further 1.0 ml (13.7 mmol) of thionyl chloride was added with stirring, which were then reacted for 9 hours while maintaining at a temperature of 70°~80° C. After the completion of the reaction, the reaction mixture was cooled to room temperature, added with water to decompose excess thionyl chloride, washed with water and then dried on an...